From a dataset of the Open Reaction Database (ORD), a public repository of structured organic reaction records. describe an organic reaction: reactants, conditions, products, and yield Reactants: C1(CCCCC1)N(C(NC=1SC(=CN1)S(=O)(=O)NCC(=O)O)=O)C1CCCCC1 ([2-(3,3-dicyclohexyl-ureido)-thiazole-5-sulfonylamino]-acetic acid), C1(CCCCC1)N[C@@H]1CC[C@H](CC1)C (cyclohexyl-(trans-4-methyl-cyclohexyl)-amine), COC(=O)[C@@H]1N(CCC1)S(=O)(=O)C1=CN=C(S1)N ((R)-1-(2-amino-thiazole-5-sulfonyl)-pyrrolidine-2-carboxylic acid methyl ester). Yields the product C1(CCCCC1)N(C(NC=1SC(=CN1)S(=O)(=O)N1[C@H](CCC1)C(=O)O)=O)[C@@H]1CC[C@H](CC1)C ((R)-1-{2-[3-Cyclohexyl-3-(trans-4-methyl-cyclohexyl)-ureido]-thiazole-5-sulfonyl}-pyrrolidine-2-carboxylic acid). Reaction SMILES: [CH:1]1([N:7]([CH:24]2[CH2:29][CH2:28][CH2:27][CH2:26][CH2:25]2)[C:8](=[O:23])[NH:9][C:10]2[S:11][C:12]([S:15]([NH:18][CH2:19][C:20]([OH:22])=[O:21])(=[O:17])=[O:16])=[CH:13][N:14]=2)[CH2:6][CH2:5][CH2:4][CH2:3][CH2:2]1.[CH:30]1(N[C@H]2CC[C@H](C)CC2)[CH2:35]CCC[CH2:31]1.[CH3:44]OC([C@H]1CCCN1S(C1SC(N)=NC=1)(=O)=O)=O>>[CH:24]1([N:7]([C@H:1]2[CH2:2][CH2:3][C@H:4]([CH3:44])[CH2:5][CH2:6]2)[C:8](=[O:23])[NH:9][C:10]2[S:11][C:12]([S:15]([N:18]3[CH2:35][CH2:30][CH2:31][C@@H:19]3[C:20]([OH:22])=[O:21])(=[O:16])=[O:17])=[CH:13][N:14]=2)[CH2:29][CH2:28][CH2:27][CH2:26][CH2:25]1. Reported procedure: Prepared in a similar manner to [2-(3,3-dicyclohexyl-ureido)-thiazole-5-sulfonylamino]-acetic acid via cyclohexyl-(trans-4-methyl-cyclohexyl)-amine and (R)-1-(2-amino-thiazole-5-sulfonyl)-pyrrolidine-2-carboxylic acid methyl ester to give the title compound. The reactants are CC(C)N1N=CN=C1C=1N=C2C3=CC(=CC=C3OCCN2C1)C(=O)OC (methyl 4-[1-(propan-2-yl)-1H-1,2,4-triazol-5-yl]-9-oxa-3,6-diazatricyclo[8.4.0.02,6]tetradeca1(14),2,4,10,12-pentaene-13-carboxylate), [H-].[H-].[H-].[H-].[Li+].[Al+3] (LiAlH4). The solvent is C1CCOC1 (THF). The product is CC(C)N1N=CN=C1C=1N=C2C3=CC(=CC=C3OCCN2C1)CO ({4-[1-(propan-2-yl)-1H-1,2,4-triazol-5-yl]-9-oxa-3,6-diazatricyclo[8.4.0.02,6]tetradeca1(14),2,4,10,12-pentaen-13-yl}methanol). The yield is 82.9%. Reaction SMILES: [CH3:1][CH:2]([N:4]1[C:8]([C:9]2[N:10]=[C:11]3[N:21]([CH:22]=2)[CH2:20][CH2:19][O:18][C:17]2[C:12]3=[CH:13][C:14]([C:23](OC)=[O:24])=[CH:15][CH:16]=2)=[N:7][CH:6]=[N:5]1)[CH3:3].[H-].[H-].[H-].[H-].[Li+].[Al+3]>C1COCC1>[CH3:3][CH:2]([N:4]1[C:8]([C:9]2[N:10]=[C:11]3[N:21]([CH:22]=2)[CH2:20][CH2:19][O:18][C:17]2[C:12]3=[CH:13][C:14]([CH2:23][OH:24])=[CH:15][CH:16]=2)=[N:7][CH:6]=[N:5]1)[CH3:1] |f:1.2.3.4.5.6|. Procedure: To a solution of methyl 4-[1-(propan-2-yl)-1H-1,2,4-triazol-5-yl]-9-oxa-3,6-diazatricyclo[8.4.0.02,6]tetradeca1(14),2,4,10,12-pentaene-13-carboxylate (1.70 g, 4.82 mmol) in THF (150 mL) was added LiAlH4 (732 mg, 19.3 mmol). The reaction mixture was heated to reflux for 2 hours. After cooling down, the reaction was quenched with a piece of ice cube at 0° C. The solid was filtered off and washed with ethyl acetate (3×30 mL). The combined filtrate was concentrate to give the crude product, which wa... Reactants: C(C)S(=O)(=O)NC1CC[C@@H]2[C@H]1CN(C2)C2=CN=C(C(=N2)C2=NN=C(O2)C2=CC=C(C=C2)CN(C(OC(C)(C)C)=O)C)N(C(=O)OC(C)(C)C)C(=O)OC(C)(C)C (tert-butyl N-[[4-[5-[6-[(3aR,6aS)-6-(ethylsulfonylamino)-3,3a,4,5,6,6a-hexahydro-1H-cyclopenta[c]pyrrol-2-yl]-3-[bis(tert-butoxycarbonyl)amino]pyrazin-2-yl]-1,3,4-oxadiazol-2-yl]phenyl]methyl]-N-methyl-carbamate), C(=O)(C(F)(F)F)O (TFA). The solvent is C(Cl)Cl (DCM). Reaction conditions: time 1 hour. Yields the product NC=1N=CC(=NC1C=1OC(=NN1)C1=CC=C(C=C1)CNC)N1C[C@@H]2[C@H](C1)CCC2NS(=O)(=O)CC (N-[(3aR,6aS)-2-[5-amino-6-[5-[4-(methylaminomethyl)phenyl]-1,3,4-oxadiazol-2-yl]pyrazin-2-yl]-3,3a,4,5,6,6a-hexahydro-1H-cyclopenta[c]pyrrol-6-yl]ethanesulfonamide). Reaction SMILES: [CH2:1]([S:3]([NH:6][CH:7]1[C@@H:11]2[CH2:12][N:13]([C:15]3[N:20]=[C:19]([C:21]4[O:25][C:24]([C:26]5[CH:31]=[CH:30][C:29]([CH2:32][N:33](C)[C:34](=O)OC(C)(C)C)=[CH:28][CH:27]=5)=[N:23][N:22]=4)[C:18]([N:42](C(OC(C)(C)C)=O)C(OC(C)(C)C)=O)=[N:17][CH:16]=3)[CH2:14][C@@H:10]2[CH2:9][CH2:8]1)(=[O:5])=[O:4])[CH3:2].C(O)(C(F)(F)F)=O>C(Cl)Cl>[NH2:42][C:18]1[N:17]=[CH:16][C:15]([N:13]2[CH2:14][C@@H:10]3[CH2:9][CH2:8][CH:7]([NH:6][S:3]([CH2:1][CH3:2])(=[O:5])=[O:4])[C@@H:11]3[CH2:12]2)=[N:20][C:19]=1[C:21]1[O:25][C:24]([C:26]2[CH:27]=[CH:28][C:29]([CH2:32][NH:33][CH3:34])=[CH:30][CH:31]=2)=[N:23][N:22]=1. Procedure: A solution of tert-butyl N-[[4-[5-[6-[(3aR,6aS)-6-(ethylsulfonylamino)-3,3a,4,5,6,6a-hexahydro-1H-cyclopenta[c]pyrrol-2-yl]-3-[bis(tert-butoxycarbonyl)amino]pyrazin-2-yl]-1,3,4-oxadiazol-2-yl]phenyl]methyl]-N-methyl-carbamate (110 mg, 0.14 mmol) in DCM (1 mL) was treated with TFA (1.0 g, 676 μL, 8.8 mmol). The reaction mixture was stirred for 1 hour. The solvent was evaporated and the residue was purified via reverse phase HPLC using 10 to 99% ACN in water (5 mM HCl modifier) to obtain N-[(3aR,6... The reactants are N (ammonia), BrC=1C(C2=CC(=C(C=C2C(C1Br)=O)C)C)=O (2,3-dibromo-6,7-dimethyl-1,4-naphthoquinone). Solvent: [N+](=O)([O-])C1=CC=CC=C1 (nitrobenzene). Yields the product NC=1C(C2=CC(=C(C=C2C(C1Br)=O)C)C)=O (2-Amino-3-bromo-6,7-dimethyl-1,4-naphthoquinone). The yield is 86.0%. Reaction SMILES: [NH3:1].[Br:2][C:3]1[C:4](=[O:17])[C:5]2[C:10]([C:11](=[O:14])[C:12]=1Br)=[CH:9][C:8]([CH3:15])=[C:7]([CH3:16])[CH:6]=2>[N+](C1C=CC=CC=1)([O-])=O>[NH2:1][C:12]1[C:11](=[O:14])[C:10]2[C:5]([C:4](=[O:17])[C:3]=1[Br:2])=[CH:6][C:7]([CH3:16])=[C:8]([CH3:15])[CH:9]=2. Reported procedure: Dry ammonia was passed through a refluxing solution of 2,3-dibromo-6,7-dimethyl-1,4-naphthoquinone (10 g; mp 237°-238° C.) in dry nitrobenzene (65 ml) for 30 mins. and the orange solid which separated on cooling was filtered off and washed with light petroleum. After removal of ammonium bromide with water, 6.96 g. (86%) of material of mp 228° C. was obtained. Recrystallisation from glacial acetic acid gave analytically pure material of the same melting point. ν max(mull) 3400, 3300, 1680, 1610, ... Starting materials: OC1=CC=C(C=C1)C1=CC=C(C=C1)C(=O)OCC(CC)C (2-methylbutyl 4'-hydroxybiphenyl-4-carboxylate), C([O-])([O-])=O.[K+].[K+] (potassium carbonate), ClCCCCCCO (6-chloro-1-hexanol), [I-].[K+] (potassium iodide). Run in CC(=O)C (acetone). The product is OCCCCCCOC1=CC=C(C=C1)C1=CC=C(C=C1)C(=O)OCC(CC)C (2-methylbutyl 4'-(6-hydroxyhexyloxy)biphenyl-4-carboxylate). Isolated yield 34.1%. RXN SMILES: [OH:1][C:2]1[CH:7]=[CH:6][C:5]([C:8]2[CH:13]=[CH:12][C:11]([C:14]([O:16][CH2:17][CH:18]([CH3:21])[CH2:19][CH3:20])=[O:15])=[CH:10][CH:9]=2)=[CH:4][CH:3]=1.C(=O)([O-])[O-].[K+].[K+].Cl[CH2:29][CH2:30][CH2:31][CH2:32][CH2:33][CH2:34][OH:35].[I-].[K+]>CC(C)=O>[OH:35][CH2:34][CH2:33][CH2:32][CH2:31][CH2:30][CH2:29][O:1][C:2]1[CH:3]=[CH:4][C:5]([C:8]2[CH:13]=[CH:12][C:11]([C:14]([O:16][CH2:17][CH:18]([CH3:21])[CH2:19][CH3:20])=[O:15])=[CH:10][CH:9]=2)=[CH:6][CH:7]=1 |f:1.2.3,5.6|. Procedure details: 2.84 g of 2-methylbutyl 4'-hydroxybiphenyl-4-carboxylate, 4.14 g of potassium carbonate, 4.10 g of 6-chloro-1-hexanol and 4.28 g of potassium iodide were heat-refluxed for 48 hours in acetone. The mixture was subjected to filtration, condensation and purification by column chromatography to obtain 1.31 g of the objective product (yield: 34%). Reactants: IC1=C(N(C(=N1)C1=CC(=CC=C1)OC(F)(F)F)C)C(=O)O (5-iodo-3-methyl-2-(3-trifluoromethoxy-phenyl)-3H-imidazole-4-carboxylic acid), Cl.Cl.N1CCC(CC1)N1[C@H](CCC1)CO (((R)-1-piperidin-4-yl-pyrrolidin-2-yl)-methanol di-hydrochloride), Cl.Cl.N1CCC(CC1)N1[C@H](CCC1)CO (((R)-1-piperidin-4-yl-pyrrolidin-2-yl)-methanol di-hydrochloride). Product: OC[C@H]1N(CCC1)C1CCN(CC1)C(=O)C=1N(C(=NC1I)C1=CC(=CC=C1)OC(F)(F)F)C ([4-((S)-2-Hydroxymethyl-pyrrolidin-1-yl)-piperidin-1-yl]-[5-iodo-3-methyl-2-(3-trifluoromethoxy-phenyl)-3H-imidazol-4-yl]-methanone). As a reaction SMILES: [I:1][C:2]1[N:6]=[C:5]([C:7]2[CH:12]=[CH:11][CH:10]=[C:9]([O:13][C:14]([F:17])([F:16])[F:15])[CH:8]=2)[N:4]([CH3:18])[C:3]=1[C:19]([OH:21])=O.Cl.Cl.[NH:24]1[CH2:29][CH2:28][CH:27]([N:30]2[CH2:34][CH2:33][CH2:32][C@@H:31]2[CH2:35][OH:36])[CH2:26][CH2:25]1>>[OH:36][CH2:35][C@@H:31]1[CH2:32][CH2:33][CH2:34][N:30]1[CH:27]1[CH2:28][CH2:29][N:24]([C:19]([C:3]2[N:4]([CH3:18])[C:5]([C:7]3[CH:12]=[CH:11][CH:10]=[C:9]([O:13][C:14]([F:15])([F:17])[F:16])[CH:8]=3)=[N:6][C:2]=2[I:1])=[O:21])[CH2:25][CH2:26]1 |f:1.2.3|. Procedure details: In analogy to the procedure described for example 2, 5-iodo-3-methyl-2-(3-trifluoromethoxy-phenyl)-3H-imidazole-4-carboxylic acid (example 19) and ((S)-1-piperidin-4-yl-pyrrolidin-2-yl)-methanol di-hydrochloride [prepared as described for ((R)-1-piperidin-4-yl-pyrrolidin-2-yl)-methanol di-hydrochloride (intermediate 2), but starting from (S)-(−)-pyrrolidin-2-yl-methanol] gave the title compound as brown amorphous solid. MS: 579.1 (MH+). The reactants are O=C([O-])[O-], FC(F)(F)Cc1nc2cc(Cl)c(Cl)cc2[nH]1, FC(F)(F)c1ccc(CBr)c(C(F)(F)F)c1, [K+], [K+], CN(C)C=O. Product: FC(F)(F)Cc1nc2cc(Cl)c(Cl)cc2n1Cc1ccc(C(F)(F)F)cc1C(F)(F)F. Reaction SMILES: [C:17](=[O:18])([O-:19])[O-:20].[Cl:1][c:2]1[cH:3][c:4]2[c:5]([nH:6][c:7]([CH2:9][C:10]([F:11])([F:12])[F:13])[n:8]2)[cH:14][c:15]1[Cl:16].[F:23][C:24]([c:25]1[c:26]([CH2:27][Br:28])[cH:29][cH:30][c:31]([C:33]([F:34])([F:35])[F:36])[cH:32]1)([F:37])[F:38].[K+:21].[K+:22].[O:39]=[CH:40][N:41]([CH3:42])[CH3:43]>>[Cl:1][c:2]1[cH:3][c:4]2[c:5]([n:6][c:7]([CH2:9][C:10]([F:11])([F:12])[F:13])[n:8]2[CH2:27][c:26]2[c:25]([C:24]([F:23])([F:37])[F:38])[cH:32][c:31]([C:33]([F:34])([F:35])[F:36])[cH:30][cH:29]2)[cH:14][c:15]1[Cl:16]. The reactants are NC=1N(C=C(N1)CCCCCC#C)C(=O)OC(C)(C)C (tert-butyl 2-amino-4-(hept-6-ynyl)-1H-imidazole-1-carboxylate), N(=[N+]=[N-])CCNC(=O)C=1NC=CC1 (N-(2-azidoethyl)-1H-pyrrole-2-carboxamide). The product is N1C(=CC=C1)C(=O)NCCN1N=NC(=C1)CCCCCC=1N=C(N(C1)C(=O)OC(C)(C)C)N (tert-butyl 4-(5-(1-(2-(1H-pyrrole-2-carboxamido)ethyl)-1H-1,2,3-triazol-4-yl)pentyl)-2-amino-1H-imidazole-1-carboxylate). Reaction SMILES: [NH2:1][C:2]1[N:3]([C:14]([O:16][C:17]([CH3:20])([CH3:19])[CH3:18])=[O:15])[CH:4]=[C:5]([CH2:7][CH2:8][CH2:9][CH2:10][CH2:11][C:12]#[CH:13])[N:6]=1.[N:21]([CH2:24][CH2:25][NH:26][C:27]([C:29]1[NH:30][CH:31]=[CH:32][CH:33]=1)=[O:28])=[N+:22]=[N-:23]>>[NH:30]1[CH:31]=[CH:32][CH:33]=[C:29]1[C:27]([NH:26][CH2:25][CH2:24][N:21]1[CH:13]=[C:12]([CH2:11][CH2:10][CH2:9][CH2:8][CH2:7][C:5]2[N:6]=[C:2]([NH2:1])[N:3]([C:14]([O:16][C:17]([CH3:20])([CH3:19])[CH3:18])=[O:15])[CH:4]=2)[N:23]=[N:22]1)=[O:28]. Procedure details: tert-butyl 2-amino-4-(hept-6-ynyl)-1H-imidazole-1-carboxylate (0.097 g, 0.349 mmol) was reacted with N-(2-azidoethyl)-1H-pyrrole-2-carboxamide (0.063 g, 0.349 mmol) following the general click procedure to give tert-butyl 4-(5-(1-(2-(1H-pyrrole-2-carboxamido)ethyl)-1H-1,2,3-triazol-4-yl)pentyl)-2-amino-1H-imidazole-1-carboxylate 1H NMR (300 MHz, CDCl3) δ 8.18 (s, 1H), δ 7.36 (d, 2H), δ 7.24 (s, 1H), δ 6.84 (t, 1H), δ 6.43 (s, 1H), 6.04 (s, 2H), 4.49 (s, 2H), δ 3.89 (s, 2H), δ 2.53 (s, 2H), δ 2.0...